Task: describe an organic reaction: reactants, conditions, products, and yield. Dataset: the Open Reaction Database (ORD), a public repository of structured organic reaction records Starting materials: O=C1CCC(=O)N1Br, ClC(Cl)(Cl)Cl, Cc1cnc(Cl)c(F)c1. Yields the product Fc1cc(CBr)cnc1Cl. RXN SMILES: [Br:10][N:11]1[C:12](=[O:13])[CH2:14][CH2:15][C:16]1=[O:17].[C:18]([Cl:19])([Cl:20])([Cl:21])[Cl:22].[Cl:1][c:2]1[n:3][cH:4][c:5]([CH3:9])[cH:6][c:7]1[F:8]>>[Cl:1][c:2]1[n:3][cH:4][c:5]([CH2:9][Br:10])[cH:6][c:7]1[F:8].